From a dataset of the Open Reaction Database (ORD), a public repository of structured organic reaction records. describe an organic reaction: reactants, conditions, products, and yield Reactants: O=C([O-])[O-], OB(O)C1CC1, Cc1c(Cc2ccc(-n3cccn3)cc2)c(Cl)nc2c(F)ccc(O)c12, [Cs+], [Cs+], C1COCCO1, O. Product: Cc1c(Cc2ccc(-n3cccn3)cc2)c(C2CC2)nc2c(F)ccc(O)c12. Reaction SMILES: [C:33](=[O:34])([O-:35])[O-:36].[CH:27]1([B:30]([OH:31])[OH:32])[CH2:28][CH2:29]1.[Cl:1][c:2]1[n:3][c:4]2[c:5]([F:26])[cH:6][cH:7][c:8]([OH:25])[c:9]2[c:10]([CH3:24])[c:11]1[CH2:12][c:13]1[cH:14][cH:15][c:16](-[n:19]2[n:20][cH:21][cH:22][cH:23]2)[cH:17][cH:18]1.[Cs+:37].[Cs+:38].[O:39]1[CH2:40][CH2:41][O:42][CH2:43][CH2:44]1.[OH2:45]>>[c:2]1([CH:27]2[CH2:28][CH2:29]2)[n:3][c:4]2[c:5]([F:26])[cH:6][cH:7][c:8]([OH:25])[c:9]2[c:10]([CH3:24])[c:11]1[CH2:12][c:13]1[cH:14][cH:15][c:16](-[n:19]2[n:20][cH:21][cH:22][cH:23]2)[cH:17][cH:18]1.